The task is: describe an organic reaction: reactants, conditions, products, and yield. This data is from the Open Reaction Database (ORD), a public repository of structured organic reaction records. Yields the product FC1(CCN(CC1)C1=CC(=C(CN2C(=NC3=C2C=C(C=C3)OCC3=NC=C(C=C3)C)[C@@H]3[C@@H](CCCC3)C(=O)O)C=C1)F)F (racemic cis-2-{1-[4-(4,4-Difluoropiperidin-1-yl)-2-fluorobenzyl]-6-[(5-methylpyridin-2-yl)methoxy]-1H-benzimidazol-2-yl}cyclohexanecarboxylic acid). RXN SMILES: Br[C:2]1[CH:35]=[CH:34][C:5]([CH2:6][N:7]2[C:11]3[CH:12]=[C:13]([O:16][CH2:17][C:18]4[CH:23]=[CH:22][C:21]([CH3:24])=[CH:20][N:19]=4)[CH:14]=[CH:15][C:10]=3[N:9]=[C:8]2[C@H:25]2[CH2:30][CH2:29][CH2:28][CH2:27][C@H:26]2[C:31]([OH:33])=[O:32])=[C:4]([F:36])[CH:3]=1.Cl.[F:38][C:39]1([F:45])[CH2:44][CH2:43][NH:42][CH2:41][CH2:40]1>>[F:38][C:39]1([F:45])[CH2:44][CH2:43][N:42]([C:2]2[CH:35]=[CH:34][C:5]([CH2:6][N:7]3[C:11]4[CH:12]=[C:13]([O:16][CH2:17][C:18]5[CH:23]=[CH:22][C:21]([CH3:24])=[CH:20][N:19]=5)[CH:14]=[CH:15][C:10]=4[N:9]=[C:8]3[C@H:25]3[CH2:30][CH2:29][CH2:28][CH2:27][C@H:26]3[C:31]([OH:33])=[O:32])=[C:4]([F:36])[CH:3]=2)[CH2:41][CH2:40]1 |f:1.2|. The reactants are BrC1=CC(=C(CN2C(=NC3=C2C=C(C=C3)OCC3=NC=C(C=C3)C)[C@@H]3[C@@H](CCCC3)C(=O)O)C=C1)F (racemic cis-2-{1-(4-bromo-2-fluorobenzyl)-6-[(5-methylpyridin-2-yl)methoxy]-1H-benzimidazol-2-yl}cyclohexanecarboxylic acid), Cl.FC1(CCNCC1)F (4,4-difluoropiperidine hydrochloride). Procedure details: The title compound was prepared in a manner analogous to that in Example 152 substituting racemic cis-2-{1-(4-bromo-2-fluorobenzyl)-6-[(5-methylpyridin-2-yl)methoxy]-1H-benzimidazol-2-yl}cyclohexanecarboxylic acid and 4,4-difluoropiperidine hydrochloride. MS (ESI): mass calcd. for C33H35F3N4O3, 592.27; m/z found, 593.3 [M+H]+. 1H NMR (500 MHz, CDCl3) δ 8.34 (s, 1H), 7.65 (d, J=8.3, 1H), 7.55 (d, J=8.6, 1H), 7.46 (d, J=8.0, 1H), 7.03-6.98 (m, 2H), 6.85-6.76 (m, 2H), 6.67 (dd, J=8.6, 2.3, 1H), 5.4... Starting materials: ClCCl, CCOC(=O)c1c(-c2cccc(Cl)c2)c2cc(C(O)c3nc(-c4ccccc4)cs3)ccc2[nH]c1=O, O=S(Cl)Cl. Yields the product CCOC(=O)c1c(-c2cccc(Cl)c2)c2cc(C(Cl)c3nc(-c4ccccc4)cs3)ccc2[nH]c1=O. Reaction SMILES: [Cl:41][CH2:42][Cl:43].[Cl:5][c:6]1[cH:7][c:8](-[c:12]2[c:13]([C:36](=[O:37])[O:38][CH2:39][CH3:40])[c:14](=[O:35])[nH:15][c:16]3[cH:17][cH:18][c:19]([CH:22]([c:23]4[s:24][cH:25][c:26](-[c:28]5[cH:29][cH:30][cH:31][cH:32][cH:33]5)[n:27]4)[OH:34])[cH:20][c:21]23)[cH:9][cH:10][cH:11]1.[S:1]([Cl:2])([Cl:3])=[O:4]>>[Cl:3][CH:22]([c:19]1[cH:18][cH:17][c:16]2[nH:15][c:14](=[O:35])[c:13]([C:36](=[O:37])[O:38][CH2:39][CH3:40])[c:12](-[c:8]3[cH:7][c:6]([Cl:5])[cH:11][cH:10][cH:9]3)[c:21]2[cH:20]1)[c:23]1[s:24][cH:25][c:26](-[c:28]2[cH:29][cH:30][cH:31][cH:32][cH:33]2)[n:27]1. Starting materials: ice water, ClC1=CC(=C(C(=C1)F)N1C(N(C(=CC1=O)C(F)(F)F)C)=O)F (3-(4-chloro-2,6-difluorophenyl)-1-methyl-6-trifluoromethyl-2,4(1H,3H)-pyrimidinedione), [N+](=O)(O)[O-] (nitric acid), [N+](=O)(O)[O-] (nitric acid). The solvent is S(O)(O)(=O)=O (sulfuric acid). Run at time 72 hour. Product: ClC1=CC(=C(C(=C1[N+](=O)[O-])F)N1C(N(C(=CC1=O)C(F)(F)F)C)=O)F (3-(4-chloro-2,6-difluoro-5-nitrophenyl)-1-methyl-6-trifluoromethyl-2,4(1H,3H)-pyrimidinedione). Reaction SMILES: [Cl:1][C:2]1[CH:7]=[C:6]([F:8])[C:5]([N:9]2[C:14](=[O:15])[CH:13]=[C:12]([C:16]([F:19])([F:18])[F:17])[N:11]([CH3:20])[C:10]2=[O:21])=[C:4]([F:22])[CH:3]=1.[N+:23]([O-])([OH:25])=[O:24]>S(=O)(=O)(O)O>[Cl:1][C:2]1[C:7]([N+:23]([O-:25])=[O:24])=[C:6]([F:8])[C:5]([N:9]2[C:14](=[O:15])[CH:13]=[C:12]([C:16]([F:17])([F:19])[F:18])[N:11]([CH3:20])[C:10]2=[O:21])=[C:4]([F:22])[CH:3]=1. Reported procedure: A stirred solution of 211.0 grams (0.619 mole) of 3-(4-chloro-2,6-difluorophenyl)-1-methyl-6-trifluoromethyl-2,4(1H,3H)-pyrimidinedione in 600 mL of concentrated sulfuric acid was cooled to less than 10° C., and 44 mL (0.689 mole) of aqueous 70% nitric acid was added dropwise at a rate to maintain the reaction temperature below 10° C. Upon completion of addition, the reaction mixture was analyzed by GC, which indicated the reaction was incomplete. The reaction was allowed to warm to ambient temp... Starting materials: [Br-], CCc1nc2ccccc2n1-c1nc(N2CCOCC2)c2nc(C(=O)C3CCN(C(=O)OC(C)(C)C)CC3)n(C)c2n1, C1CCOC1, C[Mg+]. Product: CCc1nc2ccccc2n1-c1nc(N2CCOCC2)c2nc(C(C)(O)C3CCN(C(=O)OC(C)(C)C)CC3)n(C)c2n1. RXN SMILES: [Br-:43].[C:1]([CH3:2])([CH3:3])([CH3:4])[O:5][C:6](=[O:7])[N:8]1[CH2:9][CH2:10][CH:11]([C:14](=[O:15])[c:16]2[n:17]([CH3:42])[c:18]3[n:19][c:20](-[n:31]4[c:32]([CH2:40][CH3:41])[n:33][c:34]5[c:35]4[cH:36][cH:37][cH:38][cH:39]5)[n:21][c:22]([N:25]4[CH2:26][CH2:27][O:28][CH2:29][CH2:30]4)[c:23]3[n:24]2)[CH2:12][CH2:13]1.[CH2:46]1[O:47][CH2:48][CH2:49][CH2:50]1.[CH3:44][Mg+:45]>>[C:1]([CH3:2])([CH3:3])([CH3:4])[O:5][C:6](=[O:7])[N:8]1[CH2:9][CH2:10][CH:11]([C:14]([OH:15])([c:16]2[n:17]([CH3:42])[c:18]3[n:19][c:20](-[n:31]4[c:32]([CH2:40][CH3:41])[n:33][c:34]5[c:35]4[cH:36][cH:37][cH:38][cH:39]5)[n:21][c:22]([N:25]4[CH2:26][CH2:27][O:28][CH2:29][CH2:30]4)[c:23]3[n:24]2)[CH3:44])[CH2:12][CH2:13]1. The reactants are BrC1=C(N=C(N(C1=O)CC1=CC=C(C=C1)C=1C(=CC=CC1)C#N)CCCC)C (4′-[(5-bromo-2-butyl-4-methyl-6-oxopyrimidin-1(6H)-yl)methyl]biphenyl-2-carbonitrile), C(CCC)[Sn](C=1SC=CC1)(CCCC)CCCC (tributyl(2-thienyl)tin), [Cl-].[Li+] (lithium chloride), [F-].[K+] (potassium fluoride). The yield is 75.4%. Solvent: CN(C=O)C (N,N-dimethylformamide), C(C)(=O)OCC (ethyl acetate). RXN SMILES: Br[C:2]1[C:7](=[O:8])[N:6]([CH2:9][C:10]2[CH:15]=[CH:14][C:13]([C:16]3[C:17]([C:22]#[N:23])=[CH:18][CH:19]=[CH:20][CH:21]=3)=[CH:12][CH:11]=2)[C:5]([CH2:24][CH2:25][CH2:26][CH3:27])=[N:4][C:3]=1[CH3:28].C([Sn](CCCC)(CCCC)[C:34]1[S:35][CH:36]=[CH:37][CH:38]=1)CCC.[Cl-].[Li+].[F-].[K+]>CN(C)C=O.C(OCC)(=O)C.Cl[Pd](Cl)([P](C1C=CC=CC=1)(C1C=CC=CC=1)C1C=CC=CC=1)[P](C1C=CC=CC=1)(C1C=CC=CC=1)C1C=CC=CC=1>[CH2:24]([C:5]1[N:6]([CH2:9][C:10]2[CH:15]=[CH:14][C:13]([C:16]3[C:17]([C:22]#[N:23])=[CH:18][CH:19]=[CH:20][CH:21]=3)=[CH:12][CH:11]=2)[C:7](=[O:8])[C:2]([C:34]2[S:35][CH:36]=[CH:37][CH:38]=2)=[C:3]([CH3:28])[N:4]=1)[CH2:25][CH2:26][CH3:27] |f:2.3,4.5,^1:64,83|. Procedure: To a solution of 4′-[(5-bromo-2-butyl-4-methyl-6-oxopyrimidin-1(6H)-yl)methyl]biphenyl-2-carbonitrile (0.5 g), tributyl(2-thienyl)tin (0.64 g) and lithium chloride (0.15 g) in N,N-dimethylformamide (10 mL) was added dichlorobis(triphenylphosphine)palladium (0.04 g), and the mixture was stirred for 12 hr under an argon atmosphere. The reaction mixture was allowed to cool to room temperature and diluted with ethyl acetate. A 20% aqueous potassium fluoride solution was added, and the mixture was st... Product: C(CCC)C=1N(C(C(=C(N1)C)C=1SC=CC1)=O)CC1=CC=C(C=C1)C=1C(=CC=CC1)C#N (4′-{[2-butyl-4-methyl-6-oxo-5-(2-thienyl)pyrimidin-1(6H)-yl]methyl}biphenyl-2-carbonitrile). Conditions: time 12 hour. Reagents/catalysts: Cl[Pd]([P](C1=CC=CC=C1)(C2=CC=CC=C2)C3=CC=CC=C3)([P](C4=CC=CC=C4)(C5=CC=CC=C5)C6=CC=CC=C6)Cl (dichlorobis(triphenylphosphine)palladium). Reactants: CC1=CC=C(S1)NC(OC(C)(C)C)=O (tert-butyl 5-methylthiophen-2-ylcarbamate), BrBr (bromine), [OH-].[Na+] (NaOH), O (water). Run in CO (MeOH), CO (MeOH). Reaction conditions: temperature 0 celsius, time 45 minute. Yields the product BrC1=C(SC(=C1)C)NC(OC(C)(C)C)=O (tert-butyl 3-bromo-5-methylthiophen-2-ylcarbamate). The yield is 75.9%. RXN SMILES: [CH3:1][C:2]1[S:6][C:5]([NH:7][C:8](=[O:14])[O:9][C:10]([CH3:13])([CH3:12])[CH3:11])=[CH:4][CH:3]=1.[Br:15]Br.O.[OH-].[Na+]>CO>[Br:15][C:4]1[CH:3]=[C:2]([CH3:1])[S:6][C:5]=1[NH:7][C:8](=[O:14])[O:9][C:10]([CH3:11])([CH3:13])[CH3:12] |f:3.4|. Procedure details: To a solution of tert-butyl 5-methylthiophen-2-ylcarbamate (5.1 g, 23.91 mmol) in MeOH (478 mL) at 0° C. was added drop wise a solution of bromine (1.232 mL, 23.91 mmol) in MeOH (478 mL) during 1.5 h. The reaction mixture was then stirred at 0° C. for 0.5 h and at ambient temperature for 45 min. The reaction was poured into water (400 mL) and the solution was neutralized with 2 M NaOH (aq). MeOH was removed under reduced pressure and the cloudy aqueous phase was extracted with DCM (3×200 mL). Th...